Dataset: the Open Reaction Database (ORD), a public repository of structured organic reaction records. Task: describe an organic reaction: reactants, conditions, products, and yield Reactants: diacid chloride, C(C1=CC=C(C(=O)O)C=C1)(=O)O (terephthalic acid), ClCCl (dichloromethane), C(=O)(Cl)Cl (phosgene), ClCCl (dichloromethane). Run in N1=CC=CC=C1 (pyridine), N1=CC=CC=C1 (pyridine). Yields the product C(C1=CC=C(C(=O)OC)C=C1)(=O)OC (dimethyl terephthalate), C(C1=CC=C(C(=O)Cl)C=C1)(=O)Cl (terephthaloyl chloride). Yield: 94.2%. As a reaction SMILES: [C:1]([OH:12])(=[O:11])[C:2]1[CH:10]=[CH:9][C:5]([C:6]([OH:8])=O)=[CH:4][CH:3]=1.[Cl:13][CH2:14]Cl.[C:16]([Cl:19])(Cl)=[O:17]>N1C=CC=CC=1>[C:6]([O:17][CH3:16])(=[O:8])[C:5]1[CH:4]=[CH:3][C:2]([C:1]([O:12][CH3:14])=[O:11])=[CH:10][CH:9]=1.[C:16]([Cl:19])(=[O:17])[C:5]1[CH:9]=[CH:10][C:2]([C:1]([Cl:13])=[O:12])=[CH:3][CH:4]=1. Procedure details: Following the general procedure of Example 9, a slurry of 7.13 parts terephthalic acid in 80 parts dry dichloromethane was added to a mixture of 6.93 parts pyridine and 9.35 parts phosgene in 210 parts dry dichloromethane at 25° to 30° C. The ratio of equivalents of pyridine base/COOH acid group was 1.02. After carrying out the reaction and esterifying the resulting diacid chloride by the procedure as described in Example 1, there was obtained a 94.2% yield of theory of dimethyl terephthalate co...